From a dataset of the Open Reaction Database (ORD), a public repository of structured organic reaction records. describe an organic reaction: reactants, conditions, products, and yield Starting materials: CCCCOc1ccc(-c2nc3cnc(C(=O)NCC(=O)OC)c(O)c3s2)cn1, CO, [Li+], [OH-]. Product: CCCCOc1ccc(-c2nc3cnc(C(=O)NCC(=O)O)c(O)c3s2)cn1. RXN SMILES: [CH3:1][O:2][C:3]([CH2:4][NH:5][C:6](=[O:7])[c:8]1[c:9]([OH:28])[c:10]2[c:11]([cH:12][n:13]1)[n:14][c:15](-[c:17]1[cH:18][n:19][c:20]([O:23][CH2:24][CH2:25][CH2:26][CH3:27])[cH:21][cH:22]1)[s:16]2)=[O:29].[CH3:32][OH:33].[Li+:30].[OH-:31]>>[O:2]=[C:3]([CH2:4][NH:5][C:6](=[O:7])[c:8]1[c:9]([OH:28])[c:10]2[c:11]([cH:12][n:13]1)[n:14][c:15](-[c:17]1[cH:18][n:19][c:20]([O:23][CH2:24][CH2:25][CH2:26][CH3:27])[cH:21][cH:22]1)[s:16]2)[OH:29]. Starting materials: Cl.NC=1C=C(CNC2=NC=NC3=C(C=CC=C23)C(=O)N)C=CC1 (4-(3-Amino-benzylamino)-quinazoline-8-carboxylic acid amide hydrochloride), ClC1=NC=CC2=C1N=CN2C (4-Chloro-1-methyl-1H-imidazo[4,5-c]pyridine). Reaction conditions: time 10 hour. Yields the product CN1C=NC=2C(=NC=CC21)NC=2C=C(CNC1=NC=NC3=C(C=CC=C13)C(=O)N)C=CC2 (4-[3-(1-Methyl-1H-imidazo[4,5-c]pyridin-4-ylamino)-benzylamino]-quinazoline-8-carboxylic acid amide). RXN SMILES: Cl.[NH2:2][C:3]1[CH:4]=[C:5]([CH:21]=[CH:22][CH:23]=1)[CH2:6][NH:7][C:8]1[C:17]2[C:12](=[C:13]([C:18]([NH2:20])=[O:19])[CH:14]=[CH:15][CH:16]=2)[N:11]=[CH:10][N:9]=1.Cl[C:25]1[C:30]2[N:31]=[CH:32][N:33]([CH3:34])[C:29]=2[CH:28]=[CH:27][N:26]=1>>[CH3:34][N:33]1[C:29]2[CH:28]=[CH:27][N:26]=[C:25]([NH:2][C:3]3[CH:4]=[C:5]([CH:21]=[CH:22][CH:23]=3)[CH2:6][NH:7][C:8]3[C:17]4[C:12](=[C:13]([C:18]([NH2:20])=[O:19])[CH:14]=[CH:15][CH:16]=4)[N:11]=[CH:10][N:9]=3)[C:30]=2[N:31]=[CH:32]1 |f:0.1|. Reported procedure: The title compound was prepared according to Example 549 starting 4-(3-Amino-benzylamino)-quinazoline-8-carboxylic acid amide hydrochloride and 4-Chloro-1-methyl-1H-imidazo[4,5-c]pyridine. Reaction conditions: 120° C. in the microwave for 10 h: Reactants: CCCCCCCCCCCCCCCCCC(=O)OCC(O)COC(=O)CCCCCCCCCCCCCCCCC, O, CCCCCC(C=CC1C(OC2CCCCO2)CC2SC(CCCCC(=O)O)CC21)OC1CCCCO1, CCCCCC(O)C=CC1C(O)CC2SC(CCCCC(=O)O)CC21, c1ccc(P(c2ccccc2)c2ccccc2)cc1, Cc1ccccc1C, c1ccc(SSc2ccccn2)nc1. Yields the product CCCCCCCCCCCCCCCCCC(=O)OCC(COC(=O)CCCCCCCCCCCCCCCCC)OC(=O)CCCCC1CC2C(CC(OC3CCCCO3)C2C=CC(CCCCC)OC2CCCCO2)S1. RXN SMILES: [C:63]([CH2:64][CH2:65][CH2:66][CH2:67][CH2:68][CH2:69][CH2:70][CH2:71][CH2:72][CH2:73][CH2:74][CH2:75][CH2:76][CH2:77][CH2:78][CH2:79][CH3:80])(=[O:81])[O:82][CH2:83][CH:84]([CH2:85][O:86][C:87]([CH2:88][CH2:89][CH2:90][CH2:91][CH2:92][CH2:93][CH2:94][CH2:95][CH2:96][CH2:97][CH2:98][CH2:99][CH2:100][CH2:101][CH2:102][CH2:103][CH3:104])=[O:105])[OH:106].[OH2:140].[S:1]1[CH:2]([CH2:3][CH2:4][CH2:5][CH2:6][C:7](=[O:8])[OH:9])[CH2:10][CH:11]2[CH:12]1[CH2:13][CH:14]([O:31][CH:32]1[O:33][CH2:34][CH2:35][CH2:36][CH2:37]1)[CH:15]2[CH:16]=[CH:17][CH:18]([CH2:19][CH2:20][CH2:21][CH2:22][CH3:23])[O:24][CH:25]1[O:26][CH2:27][CH2:28][CH2:29][CH2:30]1.[S:38]1[CH:39]2[CH2:40][CH:41]([OH:42])[CH:43]([CH:44]=[CH:45][CH:46]([OH:47])[CH2:48][CH2:49][CH2:50][CH2:51][CH3:52])[CH:53]2[CH2:54][CH:55]1[CH2:56][CH2:57][CH2:58][CH2:59][C:60]([OH:61])=[O:62].[c:121]1([P:122]([c:123]2[cH:124][cH:125][cH:126][cH:127][cH:128]2)[c:129]2[cH:130][cH:131][cH:132][cH:133][cH:134]2)[cH:135][cH:136][cH:137][cH:138][cH:139]1.[c:141]1([CH3:142])[c:143]([CH3:144])[cH:145][cH:146][cH:147][cH:148]1.[n:107]1[cH:108][cH:109][cH:110][cH:111][c:112]1[S:113][S:114][c:115]1[cH:116][cH:117][cH:118][cH:119][n:120]1>>[S:1]1[CH:2]([CH2:3][CH2:4][CH2:5][CH2:6][C:7]([O:8][CH:84]([CH2:83][O:82][C:63]([CH2:64][CH2:65][CH2:66][CH2:67][CH2:68][CH2:69][CH2:70][CH2:71][CH2:72][CH2:73][CH2:74][CH2:75][CH2:76][CH2:77][CH2:78][CH2:79][CH3:80])=[O:81])[CH2:85][O:86][C:87]([CH2:88][CH2:89][CH2:90][CH2:91][CH2:92][CH2:93][CH2:94][CH2:95][CH2:96][CH2:97][CH2:98][CH2:99][CH2:100][CH2:101][CH2:102][CH2:103][CH3:104])=[O:105])=[O:9])[CH2:10][CH:11]2[CH:12]1[CH2:13][CH:14]([O:31][CH:32]1[O:33][CH2:34][CH2:35][CH2:36][CH2:37]1)[CH:15]2[CH:16]=[CH:17][CH:18]([CH2:19][CH2:20][CH2:21][CH2:22][CH3:23])[O:24][CH:25]1[O:26][CH2:27][CH2:28][CH2:29][CH2:30]1.